Task: describe an organic reaction: reactants, conditions, products, and yield. Dataset: the Open Reaction Database (ORD), a public repository of structured organic reaction records Starting materials: C[Si](C)(C)CCOCCl, [H-], [Na+], CN(C)C=O, c1cnc2[nH]ccc2c1. The product is C[Si](C)(C)CCOCn1ccc2cccnc21. Reaction SMILES: [CH3:12][Si:13]([CH2:14][CH2:15][O:16][CH2:17][Cl:18])([CH3:19])[CH3:20].[H-:1].[Na+:2].[O:21]=[CH:22][N:23]([CH3:24])[CH3:25].[nH:3]1[cH:4][cH:5][c:6]2[cH:7][cH:8][cH:9][n:10][c:11]12>>[n:3]1([CH2:17][O:16][CH2:15][CH2:14][Si:13]([CH3:12])([CH3:19])[CH3:20])[cH:4][cH:5][c:6]2[cH:7][cH:8][cH:9][n:10][c:11]12. Reactants: C(=S)=S (carbon disulfide), [Li+].CC(C)[N-]C(C)C (LDA), BrC=1C=C(C=CC1)C(CC(C)=O)=O (1-(3-Bromophenyl)-butane-1,3-dione), O (water). Solvent: C1CCOC1 (THF), C1CCOC1 (THF), C1CCOC1 (THF). Reaction conditions: time 10 minute. Product: BrC=1C=C(C=CC1)C1=CC(C=C(S1)S)=O (6- (3-Bromophenyl) -2-mercapto-thiopyran-4-one). As a reaction SMILES: [Li+].CC([N-]C(C)C)C.[Br:9][C:10]1[CH:11]=[C:12]([C:16](=O)[CH2:17][C:18](=[O:20])[CH3:19])[CH:13]=[CH:14][CH:15]=1.[C:22](=[S:24])=[S:23].O>C1COCC1>[Br:9][C:10]1[CH:11]=[C:12]([C:16]2[S:23][C:22]([SH:24])=[CH:19][C:18](=[O:20])[CH:17]=2)[CH:13]=[CH:14][CH:15]=1 |f:0.1|. Reported procedure: To a stirred solution of LDA (20 mL, 40 mmol) in 40 mL anhydrous THF under an atmosphere of nitrogen was added slowly a solution of 1-(3-Bromophenyl)-butane-1,3-dione (4.84 g, 20 mmol) dissolved in THF (30 mL). After addition was complete the mixture was allowed to warm slowly to ambient temperature and stir for 10 minutes. The solution was re-cooled to −78° C. for the addition of a solution of carbon disulfide (1.2 mL, 20 mmol) in THF (20 mL). This temperature was maintained for 2 hours, before...